Dataset: the Open Reaction Database (ORD), a public repository of structured organic reaction records. Task: describe an organic reaction: reactants, conditions, products, and yield Starting materials: COCCOCCOCCOCCOCCOCCOCCOCCOCCOCCOCCOCCO (2,5,8,11,14,17,20,23,26,29,32,35-dodecaoxaheptatriacontan-37-ol), [H-].[Na+] (NaH), C(C#C)Br (propargyl bromide), C1(=CC=CC=C1)C (toluene). The solvent is CN(C)C=O (DMF). Reaction conditions: temperature 0 celsius, time 2 hour. Yields the product COCCOCCOCCOCCOCCOCCOCCOCCOCCOCCOCCOCCOCC#C (2,5,8,11,14,17,20,23,26,29,32,35,38-tridecaoxahentetracont-40-yne). As a reaction SMILES: [CH3:1][O:2][CH2:3][CH2:4][O:5][CH2:6][CH2:7][O:8][CH2:9][CH2:10][O:11][CH2:12][CH2:13][O:14][CH2:15][CH2:16][O:17][CH2:18][CH2:19][O:20][CH2:21][CH2:22][O:23][CH2:24][CH2:25][O:26][CH2:27][CH2:28][O:29][CH2:30][CH2:31][O:32][CH2:33][CH2:34][O:35][CH2:36][CH2:37][OH:38].[H-].[Na+].[CH2:41](Br)[C:42]#[CH:43].C1(C)C=CC=CC=1>CN(C=O)C>[CH3:1][O:2][CH2:3][CH2:4][O:5][CH2:6][CH2:7][O:8][CH2:9][CH2:10][O:11][CH2:12][CH2:13][O:14][CH2:15][CH2:16][O:17][CH2:18][CH2:19][O:20][CH2:21][CH2:22][O:23][CH2:24][CH2:25][O:26][CH2:27][CH2:28][O:29][CH2:30][CH2:31][O:32][CH2:33][CH2:34][O:35][CH2:36][CH2:37][O:38][CH2:41][C:42]#[CH:43] |f:1.2|. Procedure details: 2,5,8,11,14,17,20,23,26,29,32,35-dodecaoxaheptatriacontan-37-ol (150 mg, 22.89 mmol, 1.0 equiv.) was slowly added to a slurry of NaH (48 mg, 45.78 mol, 8 equiv.) in DMF (1.4 mL) in a flame dried flask pre-cooled to 0° C. 80% propargyl bromide in toluene (36 □L, 27.47 mmol, 1.2 equiv.), cooled to 0° C., was added slowly. The ice bath was removed and the reaction was allowed to stir at room temperature for an additional 2 hours. The reaction was then re-cooled to 0° C., 0.5 mL of ice cold water wa... Starting materials: C[O-].[Na+] (sodium methylate), CN(C=O)C (dimethylformamide), BrC=1C=C(C(=O)O)C=C(C1N)Br (3,5-dibromo-4-aminobenzoic acid), C[O-].[Na+] (sodium methylate). The reagents and catalysts are [Cu-]=O (copper(I) oxide). Run in CO (methanol). Reaction conditions: temperature 5 celsius. Product: NC1=C(C=C(C(=O)O)C=C1OC)OC (4-amino-3,5-dimethoxybenzoic acid). The yield is 88.0%. Reaction SMILES: [CH3:1][O-:2].[Na+].Br[C:5]1[CH:6]=[C:7]([CH:11]=[C:12](Br)[C:13]=1[NH2:14])[C:8]([OH:10])=[O:9].CN(C)[CH:18]=[O:19]>[Cu-]=O.CO>[NH2:14][C:13]1[C:12]([O:2][CH3:1])=[CH:11][C:7]([C:8]([OH:10])=[O:9])=[CH:6][C:5]=1[O:19][CH3:18] |f:0.1|. Procedure: 258 g of copper(I) oxide and 1670 ml of sodium methylate solution (30% in methanol) were boiled at reflux (88°-93° C.) for 15 minutes while stirring and gassing with argon. At this temperature, there was added dropwise with simultaneous distillation a solution consisting of 531 g of 3,5-dibromo-4-aminobenzoic acid, 1670 ml of sodium methylate solution (30% in methanol) and 2700 ml of dimethylformamide (dried over molecular sieve). The solvent was subsequently further distilled. 2200 ml were dist...